This data is from the Open Reaction Database (ORD), a public repository of structured organic reaction records. The task is: describe an organic reaction: reactants, conditions, products, and yield Reactants: O1C(CN2C(C=3C(C2=O)=CC=CC3)=O)C1 (N-(2,3-epoxypropyl)phthalimide), [N-]=[N+]=[N-].[Na+] (sodium azide), [Cl-].[NH4+] (ammonium chloride). Solvent: CN(C)C=O (DMF). Conditions: temperature 90 celsius, time 3 hour. The product is N(=[N+]=[N-])CC(CN1C(C=2C(C1=O)=CC=CC2)=O)O (N-(3-Azido-2-hydroxypropyl)phthalimide). Isolated yield 92.9%. Reaction SMILES: [O:1]1[CH2:15][CH:2]1[CH2:3][N:4]1[C:8](=[O:9])[C:7]2=[CH:10][CH:11]=[CH:12][CH:13]=[C:6]2[C:5]1=[O:14].[N-:16]=[N+:17]=[N-:18].[Na+].[Cl-].[NH4+]>CN(C=O)C>[N:16]([CH2:15][CH:2]([OH:1])[CH2:3][N:4]1[C:8](=[O:9])[C:7]2=[CH:10][CH:11]=[CH:12][CH:13]=[C:6]2[C:5]1=[O:14])=[N+:17]=[N-:18] |f:1.2,3.4|. Procedure: To DMF solution (400 ml) of N-(2,3-epoxypropyl)phthalimide 58.8 g (0.29 mol), sodium azide 37.6 g (0.58 mol) and ammonium chloride 18.5 g (0.35 mol) were added, and stirred at 90° C. for 3 hours. The reaction mixture was cooled to room temperature, and then filtered. The filtrate was evaporated to dryness. The residue was dissolved in benzene (800 ml), washed with water, brine and water sequentially and then dried over sodium sulfate. The solvent was removed in vacuo. The desired product was fur... As a reaction SMILES: [CH3:1][O:2][C:3]([c:4]1[cH:5][c:6]([S:10]([NH:11][CH2:12][CH2:13][C:14](=[O:15])[O:16][C:17]([CH3:18])([CH3:19])[CH3:20])(=[O:21])=[O:22])[cH:7][cH:8][cH:9]1)=[O:23].[I-:24].[Li+:25].[cH:26]1[cH:27][cH:28][n:29][cH:30][cH:31]1>>[O:2]=[C:3]([c:4]1[cH:5][c:6]([S:10]([NH:11][CH2:12][CH2:13][C:14](=[O:15])[O:16][C:17]([CH3:18])([CH3:19])[CH3:20])(=[O:21])=[O:22])[cH:7][cH:8][cH:9]1)[OH:23]. Product: CC(C)(C)OC(=O)CCNS(=O)(=O)c1cccc(C(=O)O)c1. Reactants: COC(=O)c1cccc(S(=O)(=O)NCCC(=O)OC(C)(C)C)c1, [I-], [Li+], c1ccncc1. Reactants: N[C@@H](CC1=CNC2=CC=CC=C12)C(=O)NC1=CC=CC=C1 (Trp-NHPh), C=1C=CC2=C(C1)N=NN2O (HOBt), N([C@@H](CC1=CC=C(C=C1)OCC1=CC=CC=C1)C(=O)N[C@@H](CC(N)=O)C(=O)O)C(=O)OC(C)(C)C (N-Boc-Tyr(Bn)-Asn-OH), C(CCl)Cl (EDC). Solvent: C(Cl)Cl.CN(C)C=O (CH2Cl2 DMF). The product is N([C@@H](CC1=CC=C(C=C1)OCC1=CC=CC=C1)C(=O)N[C@@H](CC(N)=O)C(=O)N[C@@H](CC1=CNC2=CC=CC=C12)C(=O)NC1=CC=CC=C1)C(=O)OC(C)(C)C (N-Boc-Tyr(Bn)-Asn-Trp-NHPh). Isolated yield 30.1%. As a reaction SMILES: [NH2:1][C@H:2]([C:13]([NH:15][C:16]1[CH:21]=[CH:20][CH:19]=[CH:18][CH:17]=1)=[O:14])[CH2:3][C:4]1[C:12]2[C:7](=[CH:8][CH:9]=[CH:10][CH:11]=2)[NH:6][CH:5]=1.[NH:22]([C:50]([O:52][C:53]([CH3:56])([CH3:55])[CH3:54])=[O:51])[C@H:23]([C:39]([NH:41][C@H:42]([C:47](O)=[O:48])[CH2:43][C:44](=[O:46])[NH2:45])=[O:40])[CH2:24][C:25]1[CH:30]=[CH:29][C:28]([O:31][CH2:32][C:33]2[CH:38]=[CH:37][CH:36]=[CH:35][CH:34]=2)=[CH:27][CH:26]=1.C(Cl)CCl.C1C=CC2N(O)N=NC=2C=1>C(Cl)Cl.CN(C=O)C>[NH:22]([C:50]([O:52][C:53]([CH3:56])([CH3:55])[CH3:54])=[O:51])[C@H:23]([C:39]([NH:41][C@H:42]([C:47]([NH:1][C@H:2]([C:13]([NH:15][C:16]1[CH:21]=[CH:20][CH:19]=[CH:18][CH:17]=1)=[O:14])[CH2:3][C:4]1[C:12]2[C:7](=[CH:8][CH:9]=[CH:10][CH:11]=2)[NH:6][CH:5]=1)=[O:48])[CH2:43][C:44](=[O:46])[NH2:45])=[O:40])[CH2:24][C:25]1[CH:30]=[CH:29][C:28]([O:31][CH2:32][C:33]2[CH:38]=[CH:37][CH:36]=[CH:35][CH:34]=2)=[CH:27][CH:26]=1 |f:4.5|. Reported procedure: compound SP314C2. Same procedure as above with Trp-NHPh (102.9 mg, 0.368 mmol), N-Boc-Tyr(Bn)-Asn-OH (178.9 mg, 0.368 mmol), EDC (78.2 mg, 0.41 mmol) and HOBt (55 mg, 0.41 mmol) in CH2Cl2/DMF (1.5 mL, 1/1). The crude residue was purified by flash column chromatography on silica gel (0-5% MeOH/CH2Cl2) to give an off-white solid (82.8 mg, 30%). 1H NMR (300 MHz, DMSO-d6) δ 1.28 (s, 9H, (CH3)3), 2.57-3.26 (m, 6H, CH2 Tyr, CH2 Trp, CH2 Asn), 4.11 (m, 1H, CHα), 4.58 (m, 2H, 2 CHα), 5.03 (broad s, 2H, ... The reactants are ClC1=CC=C(C=C1)C1(CC1)NC1=NC(=NC(=N1)OCC(F)(F)F)NC1=CC=C(C(=O)NC(C(=O)OC)C2CN(CCC2)C(=O)OC(C)(C)C)C=C1 (tert-butyl 3-(1-(4-(4-(1-(4-chlorophenyl)cyclopropylamino)-6-(2,2,2-trifluoroethoxy)-1,3,5-triazin-2-ylamino)benzamido)-2-methoxy-2-oxoethyl)piperidine-1-carboxylate), C(=O)(C(F)(F)F)O (TFA). Solvent: C(Cl)Cl (DCM). Conditions: time 4 hour. The product is ClC1=CC=C(C=C1)C1(CC1)NC1=NC(=NC(=N1)OCC(F)(F)F)NC1=CC=C(C(=O)NC(C(=O)OC)C2CNCCC2)C=C1 (methyl 2-(4-(4-(1-(4-chlorophenyl)cyclopropylamino)-6-(2,2,2-trifluoroethoxy)-1,3,5-triazin-2-ylamino)benzamido)-2-(piperidin-3-yl)acetate). Yield: 95.4%. Reaction SMILES: [Cl:1][C:2]1[CH:7]=[CH:6][C:5]([C:8]2([NH:11][C:12]3[N:17]=[C:16]([O:18][CH2:19][C:20]([F:23])([F:22])[F:21])[N:15]=[C:14]([NH:24][C:25]4[CH:51]=[CH:50][C:28]([C:29]([NH:31][CH:32]([CH:37]5[CH2:42][CH2:41][CH2:40][N:39](C(OC(C)(C)C)=O)[CH2:38]5)[C:33]([O:35][CH3:36])=[O:34])=[O:30])=[CH:27][CH:26]=4)[N:13]=3)[CH2:10][CH2:9]2)=[CH:4][CH:3]=1.C(O)(C(F)(F)F)=O>C(Cl)Cl>[Cl:1][C:2]1[CH:7]=[CH:6][C:5]([C:8]2([NH:11][C:12]3[N:17]=[C:16]([O:18][CH2:19][C:20]([F:21])([F:22])[F:23])[N:15]=[C:14]([NH:24][C:25]4[CH:51]=[CH:50][C:28]([C:29]([NH:31][CH:32]([CH:37]5[CH2:42][CH2:41][CH2:40][NH:39][CH2:38]5)[C:33]([O:35][CH3:36])=[O:34])=[O:30])=[CH:27][CH:26]=4)[N:13]=3)[CH2:10][CH2:9]2)=[CH:4][CH:3]=1. Procedure details: To a solution of tert-butyl 3-(1-(4-(4-(1-(4-chlorophenyl)cyclopropylamino)-6-(2,2,2-trifluoroethoxy)-1,3,5-triazin-2-ylamino)benzamido)-2-methoxy-2-oxoethyl)piperidine-1-carboxylate (85 mg) in DCM (5 mL) was added TFA (0.357 mL). The mixture was stirred at room temperature for 4 hours. All the solvents were removed under vacuum to give methyl 2-(4-(4-(1-(4-chlorophenyl)cyclopropylamino)-6-(2,2,2-trifluoroethoxy)-1,3,5-triazin-2-ylamino)benzamido)-2-(piperidin-3-yl)acetate (70 mg). Starting materials: BrC=1C=C2C=CC(OC2=C(C1)C(C#CC1=CC=CC=C1)O)(C)C (1-(6-bromo-2,2-dimethyl-2H-chromen-8-yl)-3-phenylprop-2-yn-1-ol), [H-].[H-].[H-].[H-].[Li+].[Al+3] (LiAlH4). Product: BrC=1C=C2C=CC(OC2=C(C1)C(\C=C\C1=CC=CC=C1)O)(C)C ((E)-1-(6-bromo-2,2-dimethyl-2H-chromen-8-yl)-3-phenylprop-2-en-1-ol). Isolated yield 99.4%. As a reaction SMILES: [Br:1][C:2]1[CH:3]=[C:4]2[C:9](=[C:10]([CH:12]([OH:21])[C:13]#[C:14][C:15]3[CH:20]=[CH:19][CH:18]=[CH:17][CH:16]=3)[CH:11]=1)[O:8][C:7]([CH3:23])([CH3:22])[CH:6]=[CH:5]2.[H-].[H-].[H-].[H-].[Li+].[Al+3]>>[Br:1][C:2]1[CH:3]=[C:4]2[C:9](=[C:10]([CH:12]([OH:21])/[CH:13]=[CH:14]/[C:15]3[CH:16]=[CH:17][CH:18]=[CH:19][CH:20]=3)[CH:11]=1)[O:8][C:7]([CH3:23])([CH3:22])[CH:6]=[CH:5]2 |f:1.2.3.4.5.6|. Procedure: To a 10 mL round bottomed flask containing 100 mg (0.271 mmol, 1 equiv.) 1-(6-bromo-2,2-dimethyl-2H-chromen-8-yl)-3-phenylprop-2-yn-1-ol dissolved in 1.5 mL dry THP was added 12 mg (0.33 mmol, 1.2 equiv.) LiAlH4. The reaction was heated to reflux for 1 hr and cooled to ambient temperature. The reaction was quenched by addition of H2O followed by 15% NaOH (aq.) and then EtOAc. The organic layer was separated and then filtered through a short silica gel plug before being concentrated to yield 100 ... Starting materials: CC(=O)OC(C)=O, CN1CCc2ccc([N+](=O)[O-])cc2C1, CCO. Product: CC(=O)Nc1ccc2c(c1)CN(C)CC2. Reaction SMILES: [CH3:15][C:16](=[O:17])[O:18][C:19]([CH3:20])=[O:21].[CH3:1][N:2]1[CH2:3][c:4]2[cH:5][c:6]([N+:12]([O-:13])=[O:14])[cH:7][cH:8][c:9]2[CH2:10][CH2:11]1.[CH3:22][CH2:23][OH:24]>>[CH3:1][N:2]1[CH2:3][c:4]2[cH:5][c:6]([NH:12][C:16]([CH3:15])=[O:17])[cH:7][cH:8][c:9]2[CH2:10][CH2:11]1.